From a dataset of the Open Reaction Database (ORD), a public repository of structured organic reaction records. describe an organic reaction: reactants, conditions, products, and yield Conditions: time 30 minute. Reported procedure: A solution of 8-methoxy-6-nitroquinoline (2) [prepared from 2-methoxy-4-nitroaniline 1 by the method of Battersby et al., J. Chem., Soc. Perkin Trans. 1, 1979, 2550] (50.0 g, 0.245 mol) in 48% aqueous HBr (0.205 L, 1.22 mol) was stirred at reflux for 65 h. The mixture was cooled in ice and the precipitate was removed by filtration and dried in a desiccator to give 3 as the hydrobromide salt (58.0 g, 87%): subl. 140° C., mp>230° C; 1H NMR (DMSO) δ 10.69 (br s, 2 H), 9.20 (dd, J=4.9, 1.5 Hz, 1 H),... The reactants are C(C1=CC=CC=C1)OC=1C=C(C(=C2C=CC=NC12)I)NC(=O)OC(C)(C)C (8-Benzyloxy-6-(tert-butyloxycarbonylamino)-5-iodoquinoline), BrCCC(OC)OC (3-bromo-1,1-dimethoxypropane), [H-].[Na+] (NaH), ice water, P(=O)([O-])([O-])[O-] (phosphate). RXN SMILES: [H-].[Na+].[CH2:3]([O:10][C:11]1[CH:12]=[C:13]([NH:22][C:23]([O:25][C:26]([CH3:29])([CH3:28])[CH3:27])=[O:24])[C:14]([I:21])=[C:15]2[C:20]=1[N:19]=[CH:18][CH:17]=[CH:16]2)[C:4]1[CH:9]=[CH:8][CH:7]=[CH:6][CH:5]=1.Br[CH2:31][CH2:32][CH:33]([O:36][CH3:37])[O:34][CH3:35].P([O-])([O-])([O-])=O>CCCCC.CN(C=O)C>[CH2:3]([O:10][C:11]1[CH:12]=[C:13]([N:22]([C:23]([O:25][C:26]([CH3:29])([CH3:28])[CH3:27])=[O:24])[CH2:31][CH2:32][CH:33]([O:36][CH3:37])[O:34][CH3:35])[C:14]([I:21])=[C:15]2[C:20]=1[N:19]=[CH:18][CH:17]=[CH:16]2)[C:4]1[CH:5]=[CH:6][CH:7]=[CH:8][CH:9]=1 |f:0.1|. Isolated yield 82.3%. Solvent: CN(C)C=O (DMF), CN(C)C=O (DMF), CCCCC (pentane). The product is C(C1=CC=CC=C1)OC=1C=C(C(=C2C=CC=NC12)I)N(CCC(OC)OC)C(=O)OC(C)(C)C (8-Benzyloxy-6-[N-(tert-butyloxycarbonyl)-N-(3,3-dimethoxypropyl)amino]-5-iodoquinoline). Starting materials: ClC=1C=CC=C2C(=C(N=C(C12)CCN1CCOCC1)[C@H](C)NC1=C2N=CN(C2=NC=N1)C1OCCCC1)F (N—((S)-1-(8-chloro-4-fluoro-1-(2-morpholinoethyl)isoquinolin-3-yl)ethyl)-9-(tetrahydro-2H-pyran-2-yl)-9H-purin-6-amine). Solvent: Cl.CO (hydrogen chloride methanol). Reaction conditions: time 0.5 hour. The product is ClC=1C=CC=C2C(=C(N=C(C12)CCN1CCOCC1)[C@H](C)NC1=C2N=CNC2=NC=N1)F ((S)—N-(1-(8-chloro-4-fluoro-1-(2-morpholinoethyl)isoquinolin-3-yl)ethyl)-9H-purin-6-amine). RXN SMILES: [Cl:1][C:2]1[CH:3]=[CH:4][CH:5]=[C:6]2[C:11]=1[C:10]([CH2:12][CH2:13][N:14]1[CH2:19][CH2:18][O:17][CH2:16][CH2:15]1)=[N:9][C:8]([C@@H:20]([NH:22][C:23]1[N:31]=[CH:30][N:29]=[C:28]3[C:24]=1[N:25]=[CH:26][N:27]3C1CCCCO1)[CH3:21])=[C:7]2[F:38]>Cl.CO>[Cl:1][C:2]1[CH:3]=[CH:4][CH:5]=[C:6]2[C:11]=1[C:10]([CH2:12][CH2:13][N:14]1[CH2:15][CH2:16][O:17][CH2:18][CH2:19]1)=[N:9][C:8]([C@@H:20]([NH:22][C:23]1[N:31]=[CH:30][N:29]=[C:28]3[C:24]=1[N:25]=[CH:26][NH:27]3)[CH3:21])=[C:7]2[F:38] |f:1.2|. Procedure details: A mixture of N—((S)-1-(8-chloro-4-fluoro-1-(2-morpholinoethyl)isoquinolin-3-yl)ethyl)-9-(tetrahydro-2H-pyran-2-yl)-9H-purin-6-amine 84 (60 mg, 0.11 mmol) in hydrogen chloride/methanol solution (4 N, 20 mL) was stirred at RT for 0.5 h and then concentrated in vacuo. The residue was suspended in water (20 mL), neutralized with concentrated ammonium hydroxide to adjust the pH to 8-9 and then extracted with DCM (3×10 mL). The combined organic layers were washed with brine, dried over Na2SO4 and filt... Reactants: CC#N, COc1nc(N)nc(N(C)C)n1, O=C=NS(=O)(=O)c1cccs1. Yields the product COc1nc(NC(=O)NS(=O)(=O)c2cccs2)nc(N(C)C)n1. RXN SMILES: [CH3:24][C:25]#[N:26].[NH2:1][c:2]1[n:3][c:4]([O:11][CH3:12])[n:5][c:6]([N:8]([CH3:9])[CH3:10])[n:7]1.[s:13]1[c:14]([S:18](=[O:19])(=[O:20])[N:21]=[C:22]=[O:23])[cH:15][cH:16][cH:17]1>>[NH:1]([c:2]1[n:3][c:4]([O:11][CH3:12])[n:5][c:6]([N:8]([CH3:9])[CH3:10])[n:7]1)[C:22]([NH:21][S:18]([c:14]1[s:13][cH:17][cH:16][cH:15]1)(=[O:19])=[O:20])=[O:23]. Reactants: [Cl-].O[NH3+] (hydroxylammonium chloride), C(O)([O-])=O.[Na+] (sodium hydrogencarbonate), CS(=O)C (dimethyl sulfoxide), C(C)C1=CC2=C(N(C(N(C2=O)CC(=O)C2=CC=C(C=C2)CC)=O)CC2=CC=C(C=C2)C=2C(=CC=CC2)C#N)S1 (4′-{[6-ethyl-3-(2-(4-ethylphenyl)-2-oxoethyl)-2,4-dioxo-3,4-dihydrothieno[2,3-d]pyrimidin-1(2H)-yl]methyl}biphenyl-2-carbonitrile). The solvent is C(Cl)(Cl)Cl (chloroform). Reaction conditions: temperature 40 celsius, time 30 minute. Yields the product C(C)C1=CC2=C(N(C(N(C2=O)CC(=O)C2=CC=C(C=C2)CC)=O)CC2=CC=C(C=C2)C2=C(C=CC=C2)C2=NOC(N2)=O)S1 (6-ethyl-3-[2-(4-ethylphenyl)-2-oxoethyl]-1-{[2′-(5-oxo-4,5-dihydro-1,2,4-oxadiazol-3-yl)biphenyl-4-yl]methyl}thieno[2,3-d]pyrimidine-2,4(1H,3H)-dione). Yield: 61.1%. As a reaction SMILES: [Cl-].O[NH3+:3].[C:4](=[O:7])([O-])[OH:5].[Na+].CS(C)=O.[CH2:13]([C:15]1[S:51][C:18]2[N:19]([CH2:36][C:37]3[CH:42]=[CH:41][C:40]([C:43]4[C:44]([C:49]#[N:50])=[CH:45][CH:46]=[CH:47][CH:48]=4)=[CH:39][CH:38]=3)[C:20](=[O:35])[N:21]([CH2:24][C:25]([C:27]3[CH:32]=[CH:31][C:30]([CH2:33][CH3:34])=[CH:29][CH:28]=3)=[O:26])[C:22](=[O:23])[C:17]=2[CH:16]=1)[CH3:14]>C(Cl)(Cl)Cl>[CH2:13]([C:15]1[S:51][C:18]2[N:19]([CH2:36][C:37]3[CH:42]=[CH:41][C:40]([C:43]4[CH:48]=[CH:47][CH:46]=[CH:45][C:44]=4[C:49]4[NH:3][C:4](=[O:7])[O:5][N:50]=4)=[CH:39][CH:38]=3)[C:20](=[O:35])[N:21]([CH2:24][C:25]([C:27]3[CH:28]=[CH:29][C:30]([CH2:33][CH3:34])=[CH:31][CH:32]=3)=[O:26])[C:22](=[O:23])[C:17]=2[CH:16]=1)[CH3:14] |f:0.1,2.3|. Procedure details: A mixture of hydroxylammonium chloride (1.13 g), sodium hydrogencarbonate (1.65 g) and dimethyl sulfoxide (20 mL) was stirred at 40° C. for 30 min, 4′-{[6-ethyl-3-(2-(4-ethylphenyl)-2-oxoethyl)-2,4-dioxo-3,4-dihydrothieno[2,3-d]pyrimidin-1(2H)-yl]methyl}biphenyl-2-carbonitrile (0.87 g) was added, and the mixture was stirred at 90° C. for 16 hr. The reaction mixture was diluted with chloroform, washed successively with water and saturated brine, and dried over anhydrous magnesium sulfate. The sol... Product: Cl.ClC1=CC=C(C=C1)SC1CCNCC1 (4-[(4-Chlorophenyl)thio]piperidine hydrochloride). Reactants: Intermediate 9, Br (hydrobromic acid), ClC1=CC=C(C=C1)SC1CCN(CC1)CC1=CC=CC=C1 (4-[(4-chlorophenyl)thio]-1-(phenylmethyl)piperidine), ClC(=O)OC1=CC=CC=C1 (phenyl chloroformate). Procedure details: Following the procedure of Intermediate 9, 4-[(4-chlorophenyl)thio]-1-(phenylmethyl)piperidine is reacted with phenyl chloroformate and the product is hydrolyzed with 48% hydrobromic acid to give the free base of the title compound which is then converted to the hydrochloride. As a reaction SMILES: [Cl:1][C:2]1[CH:7]=[CH:6][C:5]([S:8][CH:9]2[CH2:14][CH2:13][N:12](CC3C=CC=CC=3)[CH2:11][CH2:10]2)=[CH:4][CH:3]=1.ClC(OC1C=CC=CC=1)=O.Br>>[ClH:1].[Cl:1][C:2]1[CH:3]=[CH:4][C:5]([S:8][CH:9]2[CH2:14][CH2:13][NH:12][CH2:11][CH2:10]2)=[CH:6][CH:7]=1 |f:3.4|. The reactants are C[C@@H](C(=O)Cl)[C@@H](CCC)C ((2R,3R)-2,3-Dimethyl-hexanoyl chloride), ethyl acetate enolate, C(CCC)[Li] (Butyl lithium), C(C)(C)NC(C)C (diisopropylamine), C(C)(=O)OCC (ethyl acetate). Solvent: C1CCOC1 (THF), C1CCOC1 (THF). Run at temperature -78 celsius, time 20 minute. Product: C[C@@H](C(CC(=O)O)=O)[C@@H](CCC)C ((4R,5R)-4,5-Dimethyl-3-oxo-octanoic acid). Yield: 89.2%. Reaction SMILES: C([Li])CCC.C(NC(C)C)(C)C.[C:13]([O:16]CC)(=[O:15])[CH3:14].[CH3:19][C@H:20]([C@H:24]([CH3:28])[CH2:25][CH2:26][CH3:27])[C:21](Cl)=[O:22]>C1COCC1>[CH3:19][C@H:20]([C@H:24]([CH3:28])[CH2:25][CH2:26][CH3:27])[C:21](=[O:22])[CH2:14][C:13]([OH:16])=[O:15]. Procedure details: To a solution containing 2.0 g (13.9 mmol) of (2R,3R)-2,3-dimethyl-hexanoic acid in 20 mL of dichloromethane was added 2.1 g (16.6 mmol) of chloromethylene dimethyl-ammonium chloride. After stirring the resulting solution under nitrogen for 1.5 hours, the solvent was evaporated to give (2R,3R)-2,3-dimethyl-hexanoyl chloride. Butyl lithium (32.7 ml, 52.4 mmol) was added to a solution of diisopropylamine (4.9 g, 48.5 mmol) in dry THF (20 mL) under nitrogen at 0° C. and stirred for 20 minutes. The ...